From a dataset of the Open Reaction Database (ORD), a public repository of structured organic reaction records. describe an organic reaction: reactants, conditions, products, and yield Starting materials: CCO, Nc1ncnc2c1c(-c1cccc(OCc3ccccc3)c1)cn2C1CC(CN2C(=O)c3ccccc3C2=O)C1, NN, O. The product is NCC1CC(n2cc(-c3cccc(OCc4ccccc4)c3)c3c(N)ncnc32)C1. As a reaction SMILES: [CH3:44][CH2:45][OH:46].[NH2:1][c:2]1[c:3]2[c:4]([n:5][cH:6][n:7]1)[n:8]([CH:25]1[CH2:26][CH:27]([CH2:29][N:30]3[C:31](=[O:32])[c:33]4[c:34]([cH:35][cH:36][cH:37][cH:38]4)[C:39]3=[O:40])[CH2:28]1)[cH:9][c:10]2-[c:11]1[cH:12][c:13]([O:17][CH2:18][c:19]2[cH:20][cH:21][cH:22][cH:23][cH:24]2)[cH:14][cH:15][cH:16]1.[NH2:42][NH2:43].[OH2:41]>>[NH2:1][c:2]1[c:3]2[c:4]([n:5][cH:6][n:7]1)[n:8]([CH:25]1[CH2:26][CH:27]([CH2:29][NH2:30])[CH2:28]1)[cH:9][c:10]2-[c:11]1[cH:12][c:13]([O:17][CH2:18][c:19]2[cH:20][cH:21][cH:22][cH:23][cH:24]2)[cH:14][cH:15][cH:16]1. The reactants are COC(C(CCCNC(=O)OC(C)(C)C)O)=O (5-tert-Butoxycarbonylamino-2-hydroxy-pentanoic acid methyl ester), C(C)(=O)OCC (Ethyl acetate), S(=O)(Cl)Cl (Thionyl chloride), C(C1=CC=CC=C1)OC(=O)NC(C(=O)NC(C(C)C)P(O)(O)=O)CC1=CC=CC=C1 ([1-(2-benzyloxycarbonylamino-3-phenyl-propionylamino)-2-methyl-propyl]-phosphonic acid). Run in CN(C)C=O (DMF), CN(C)C=O (DMF). Run at temperature -5 celsius, time 35 minute. Yields the product COC(C(CCCNC(=O)OC(C)(C)C)OP(=O)(O)C(C(C)C)NC(C(CC1=CC=CC=C1)NC(=O)OCC1=CC=CC=C1)=O)=O (2-{[1-(2-benzyloxycarbonylamino-3-phenyl-propionylamino)-2-methyl-propyl]-hydroxy-phosphinoyloxy}-5-tert-butoxycarbonylamino-pentanoic acid methyl ester). Yield: 66.2%. As a reaction SMILES: S(Cl)(Cl)=O.[CH2:5]([O:12][C:13]([NH:15][CH:16]([CH2:28][C:29]1[CH:34]=[CH:33][CH:32]=[CH:31][CH:30]=1)[C:17]([NH:19][CH:20]([P:24](=[O:27])([OH:26])[OH:25])[CH:21]([CH3:23])[CH3:22])=[O:18])=[O:14])[C:6]1[CH:11]=[CH:10][CH:9]=[CH:8][CH:7]=1.[CH3:35][O:36][C:37](=[O:51])[CH:38](O)[CH2:39][CH2:40][CH2:41][NH:42][C:43]([O:45][C:46]([CH3:49])([CH3:48])[CH3:47])=[O:44].C(OCC)(=O)C>CN(C=O)C>[CH3:35][O:36][C:37](=[O:51])[CH:38]([O:27][P:24]([CH:20]([NH:19][C:17](=[O:18])[CH:16]([NH:15][C:13]([O:12][CH2:5][C:6]1[CH:11]=[CH:10][CH:9]=[CH:8][CH:7]=1)=[O:14])[CH2:28][C:29]1[CH:30]=[CH:31][CH:32]=[CH:33][CH:34]=1)[CH:21]([CH3:22])[CH3:23])([OH:26])=[O:25])[CH2:39][CH2:40][CH2:41][NH:42][C:43]([O:45][C:46]([CH3:48])([CH3:47])[CH3:49])=[O:44]. Reported procedure: Thionyl chloride (49 μL, 0.67 mmol) was added dropwise to a solution of [1-(2-benzyloxycarbonylamino-3-phenyl-propionylamino)-2-methyl-propyl]-phosphonic acid (208 mg, 0.48 mmol) in DMF (5 mL) at −20° C. under argon. The mixture was stirred for 35 min at −5° C. A solution of 5-tert-Butoxycarbonylamino-2-hydroxy-pentanoic acid methyl ester (166 mg, 0.67 mmol) in DMF (1 mL) was added and the mixture was stirred for 90 min at room temperature. Ethyl acetate was added and the mixture was washed with... Reactants: CN(C(=S)Cl)C (dimethylthiocarbamoyl chloride), C(C1=CC=CC=C1)ON1C(C2=CC=CC=3C2=C(C1=O)C=C(C3)O)=O (2-benzyloxy-5-hydroxy-benzo[de]isoquinoline-1,3-dione), [OH-].[Na+] (sodium hydroxide). Solvent: CN(C)C=O (DMF), O (water). Run at time 2 hour. The product is CN(C(=S)OC=1C=C2C3=C(C(N(C(C3=CC=C2)=O)OCC2=CC=CC=C2)=O)C1)C (5-Dimethylthiocarbamoyloxy-2-benzyloxy-benzo[de]isoquinoline-1,3-dione). Reaction SMILES: [CH3:1][N:2]([CH3:6])[C:3](Cl)=[S:4].[CH2:7]([O:14][N:15]1[C:24](=[O:25])[C:23]2[CH:26]=[C:27]([OH:29])[CH:28]=[C:21]3[C:22]=2[C:17](=[CH:18][CH:19]=[CH:20]3)[C:16]1=[O:30])[C:8]1[CH:13]=[CH:12][CH:11]=[CH:10][CH:9]=1.[OH-].[Na+]>CN(C=O)C.O>[CH3:1][N:2]([CH3:6])[C:3]([O:29][C:27]1[CH:28]=[C:21]2[CH:20]=[CH:19][CH:18]=[C:17]3[C:22]2=[C:23]([CH:26]=1)[C:24](=[O:25])[N:15]([O:14][CH2:7][C:8]1[CH:13]=[CH:12][CH:11]=[CH:10][CH:9]=1)[C:16]3=[O:30])=[S:4] |f:2.3|. Procedure: A solution of excess dimethylthiocarbamoyl chloride in DMF (20 mL) was added to a mixture of 2-benzyloxy-5-hydroxy-benzo[de]isoquinoline-1,3-dione (3.5 g, 11.0 mmol) and sodium hydroxide (0.9 g, 22 mmol) in water (50 mL) at 0° C. The mixture was stirred vigorously at room temperature for 2 hours. The solid formed was filtered, washed with water, and dried. The crude product (0.5 g) was purified by column chromatography (silica gel using 2% methanol in chloroform). Fractions containing the target... Reactants: C1COCCO1, CCOC(C)=O, CC(C)(C)OC(=O)NC1(c2ccc(-c3nc4ccnc(Cl)c4cc3-c3ccccc3)cc2)CCC1, NN. Yields the product CC(C)(C)OC(=O)NC1(c2ccc(-c3nc4ccnc(NN)c4cc3-c3ccccc3)cc2)CCC1. Reaction SMILES: [CH2:44]1[O:45][CH2:46][CH2:47][O:48][CH2:49]1.[CH3:38][CH2:39][O:40][C:41](=[O:42])[CH3:43].[Cl:3][c:4]1[c:5]2[cH:6][c:7](-[c:32]3[cH:33][cH:34][cH:35][cH:36][cH:37]3)[c:8](-[c:14]3[cH:15][cH:16][c:17]([C:20]4([NH:24][C:25]([O:26][C:27]([CH3:28])([CH3:29])[CH3:30])=[O:31])[CH2:21][CH2:22][CH2:23]4)[cH:18][cH:19]3)[n:9][c:10]2[cH:11][cH:12][n:13]1.[NH2:1][NH2:2]>>[NH:1]([NH2:2])[c:4]1[c:5]2[cH:6][c:7](-[c:32]3[cH:33][cH:34][cH:35][cH:36][cH:37]3)[c:8](-[c:14]3[cH:15][cH:16][c:17]([C:20]4([NH:24][C:25]([O:26][C:27]([CH3:28])([CH3:29])[CH3:30])=[O:31])[CH2:21][CH2:22][CH2:23]4)[cH:18][cH:19]3)[n:9][c:10]2[cH:11][cH:12][n:13]1.